From a dataset of the Open Reaction Database (ORD), a public repository of structured organic reaction records. describe an organic reaction: reactants, conditions, products, and yield Reactants: NC(CCSC)C(=O)O (D,L-methionine), C(C)(=O)OC(C)=O (acetic anhydride). Solvent: C(C)(=O)O (acetic acid). Yields the product C(C)(=O)NC(CCSC)C(=O)O (N-Acetyl-D,L-methionine). Reaction SMILES: [NH2:1][CH:2]([C:7]([OH:9])=[O:8])[CH2:3][CH2:4][S:5][CH3:6].[C:10](OC(=O)C)(=[O:12])[CH3:11]>C(O)(=O)C>[C:10]([NH:1][CH:2]([C:7]([OH:9])=[O:8])[CH2:3][CH2:4][S:5][CH3:6])(=[O:12])[CH3:11]. Procedure: Different quantities of D,L-methionine were dissolved in 100 ml acetic acid the solution warmed in an oil bath and 1.1 equivalence of acetic anhydride were added. After 5 minutes the components were concentrated under vacuum at 100° C. bath temperature. The content of N-Acetyl-D,L-methionyl-D,L-methionine (Ac-Met-Met) was determined by HPLC. the results of these experiments are set forth in the following table. Reactants: CC(=O)C1=CC=C(C=C1)F (4-Fluoroacetophenone), CS(=O)C (dimethylsulfoxide), Br (Hydrobromic acid). Run at time 22 hour. Yields the product O.FC1=CC=C(C=C1)C(=O)C=O (4-fluorophenylglyoxal hydrate). The yield is 73.0%. As a reaction SMILES: [CH3:1][C:2]([C:4]1[CH:9]=[CH:8][C:7]([F:10])=[CH:6][CH:5]=1)=[O:3].Br.CS(C)=[O:14]>>[OH2:3].[F:10][C:7]1[CH:8]=[CH:9][C:4]([C:2]([CH:1]=[O:14])=[O:3])=[CH:5][CH:6]=1 |f:3.4|. Reported procedure: 4-Fluoroacetophenone (27.6 g, 0.2 moles) was dissolved in dimethylsulfoxide (140 ml). 48% Hydrobromic acid (101.1 g, 68.0 ml, 0.6 moles) was added over 20 minutes. The resulting solution was aged at 55-60° C. for 22 hours. The mixture was cooled to room temperature and partitioned between water (1.0 liters) and ethyl acetate (250 ml). The aqueous phase was extracted with ethyl acetate (2×250 ml). The combined ethyl acetate extracts were filtered and solvent switched to toluene at 60° C. under re... Starting materials: [Cl-] (chloride), CN (methylamine), CN (Methylamine), C(C)(C)(C)C1=C(OC2=NC(=CC=C2[N+](=O)[O-])Cl)C=CC=C1 (2-(2-tert-Butylphenoxy)-6-chloro-3-nitropyridine). The solvent is O1CCOCC1 (1,4-dioxane), O (water). Reaction conditions: time 72 hour. Product: C(C)(C)(C)C1=C(OC2=C(C=CC(=N2)NC)[N+](=O)[O-])C=CC=C1 (6-(2-tert-Butylphenoxy)-N-methyl-5-nitropyridin-2-amine). Isolated yield 61.2%. RXN SMILES: [CH3:1][NH2:2].[C:3]([C:7]1[CH:23]=[CH:22][CH:21]=[CH:20][C:8]=1[O:9][C:10]1[C:15]([N+:16]([O-:18])=[O:17])=[CH:14][CH:13]=[C:12](Cl)[N:11]=1)([CH3:6])([CH3:5])[CH3:4].[Cl-]>O1CCOCC1.O>[C:3]([C:7]1[CH:23]=[CH:22][CH:21]=[CH:20][C:8]=1[O:9][C:10]1[N:11]=[C:12]([NH:2][CH3:1])[CH:13]=[CH:14][C:15]=1[N+:16]([O-:18])=[O:17])([CH3:6])([CH3:5])[CH3:4]. Procedure: Methylamine (280 μL, 0.56 mmol) was added into a solution of 136b (157 mg, 0.51 mmol) in 1,4-dioxane at 0° C. (1 mL) over 1 h and the resulting reaction mixture was stirred at rt. After 72 h, 40% of the starting chloride remained by HPLC. Another 1.1 eq of methylamine was added at −10° C. over 30 min. The reaction was allowed to warm to rt, stir for 30 min and was then diluted with water (1 mL) and extracted with ethyl acetate (3×1 mL). The combined organic layer was washed with brine (1 mL), dr...